This data is from the Open Reaction Database (ORD), a public repository of structured organic reaction records. The task is: describe an organic reaction: reactants, conditions, products, and yield Starting materials: C=C1C2CC3CC(CC1C3)C2 (2-methyleneadamantane), [OH-].[Na+] (sodium hydroxide), C(C=C)(=O)O (acrylic acid), S(O)(O)(=O)=O (sulfuric acid), C=C1C2CC3CC(CC1C3)C2 (2-methyleneadamantane). Run in C1(=CC=CC=C1)C (toluene), C1(=CC=CC=C1)C (toluene), C1(=CC=CC=C1)C (toluene). Reaction conditions: temperature 20 celsius, time 5 hour. The product is C(C=C)(=O)OC1(C2CC3CC(CC1C3)C2)C (2-methyl-2-adamantyl acrylate). Isolated yield 91.5%. Reaction SMILES: [C:1]([OH:5])(=[O:4])[CH:2]=[CH2:3].S(=O)(=O)(O)O.[CH2:11]=[C:12]1[CH:19]2[CH2:20][CH:15]3[CH2:16][CH:17]([CH2:21][CH:13]1[CH2:14]3)[CH2:18]2.[OH-].[Na+]>C1(C)C=CC=CC=1>[C:1]([O:5][C:12]1([CH3:11])[CH:13]2[CH2:21][CH:17]3[CH2:16][CH:15]([CH2:20][CH:19]1[CH2:18]3)[CH2:14]2)(=[O:4])[CH:2]=[CH2:3] |f:3.4|. Reported procedure: A 500 ml flask was flushed with nitrogen to displace the air with nitrogen, and was charged with 36.0 g (0.50 mol) of acrylic acid, 0.5g (5mmol) of sulfuric acid and 100 g of toluene. Separately 88.8 g (0.60 mol) of 2-methyleneadamantane, prepared by the same procedures as described in Reference Example 1, was dissolved in 100 g of toluene. The obtained solution of 2-methyleneadamantane in toluene was dropwise added to the content in the flask over a period of about 3 hours, while the content wa... Reactants: C(C)OC(CC=1C=C(C(=CC1)OC)C1=C(C=C(C=C1)C=1C=NN(C1)C)C=O)=O ([2′-formyl-6-methoxy-4′-(1-methyl-1H-pyrazol-4-yl)-biphenyl-3-yl]-acetic acid ethyl ester), C(C)N (ethylamine). Product: C(C)OC(CC=1C=C(C(=CC1)OC)C1=C(C=C(C=C1)C=1C=NN(C1)C)CNCC)=O ([2′-Ethylaminomethyl-6-methoxy-4′-(1-methyl-1H-pyrazol-4-yl)-biphenyl-3-yl]-acetic acid ethyl ester). RXN SMILES: [CH2:1]([O:3][C:4](=[O:28])[CH2:5][C:6]1[CH:7]=[C:8]([C:14]2[CH:19]=[CH:18][C:17]([C:20]3[CH:21]=[N:22][N:23]([CH3:25])[CH:24]=3)=[CH:16][C:15]=2[CH:26]=O)[C:9]([O:12][CH3:13])=[CH:10][CH:11]=1)[CH3:2].[CH2:29]([NH2:31])[CH3:30]>>[CH2:1]([O:3][C:4](=[O:28])[CH2:5][C:6]1[CH:7]=[C:8]([C:14]2[CH:19]=[CH:18][C:17]([C:20]3[CH:21]=[N:22][N:23]([CH3:25])[CH:24]=3)=[CH:16][C:15]=2[CH2:26][NH:31][CH2:29][CH3:30])[C:9]([O:12][CH3:13])=[CH:10][CH:11]=1)[CH3:2]. Procedure details: Prepared according to the procedure described in Example 33, Step 4, using the following starting materials: [2′-formyl-6-methoxy-4′-(1-methyl-1H-pyrazol-4-yl)-biphenyl-3-yl]-acetic acid ethyl ester and ethylamine (2M in THF). Starting materials: ClC=1C=C(C=CC1)/C=C/[C@@H]1N(CCC1)C(=O)OC(C)(C)C (tert-butyl (R)-2-[(E)-2-(3-chlorophenyl)vinyl]pyrrolidine-1-carboxylate), Cl (hydrochloric acid). Solvent: C1CCOC1 (THF). Reaction conditions: temperature 80 celsius, time 4 hour. The product is ClC=1C=C(C=CC1)/C=C/[C@@H]1NCCC1 ((R)-2-[(E)-2-(3-chlorophenyl)vinyl]pyrrolidine). Isolated yield 111.2%. As a reaction SMILES: [Cl:1][C:2]1[CH:3]=[C:4](/[CH:8]=[CH:9]/[C@H:10]2[CH2:14][CH2:13][CH2:12][N:11]2C(OC(C)(C)C)=O)[CH:5]=[CH:6][CH:7]=1.Cl>C1COCC1>[Cl:1][C:2]1[CH:3]=[C:4](/[CH:8]=[CH:9]/[C@H:10]2[CH2:14][CH2:13][CH2:12][NH:11]2)[CH:5]=[CH:6][CH:7]=1. Reported procedure: 1 g of tert-butyl (R)-2-[(E)-2-(3-chlorophenyl)vinyl]pyrrolidine-1-carboxylate are dissolved in 10 ml of THF, and 5 ml of ethanolic hydrochloric acid are added. The mixture is stirred at 80° C. for 4 h and, for work-up, partitioned between 50 ml of water and 50 nil of ethyl acetate at room temperature. Conventional work-up and purification by chromatography on silica gel gives 750 mg of (R)-2-[(E)-2-(3-chlorophenyl)vinyl]pyrrolidine; Rt.: 1.554 min; [M+H]+208.2.